This data is from the Open Reaction Database (ORD), a public repository of structured organic reaction records. The task is: describe an organic reaction: reactants, conditions, products, and yield Starting materials: C(#N)C1(CC1)NC(=O)[C@H]1N(C[C@@H](C1)S(=O)(=O)C1=C(C=CC=C1)C(F)(F)F)C=1N(N=C(C1)C)C1=CC=CC=C1 ((2S,4R)-1-(5-Methyl-2-phenyl-2H-pyrazol-3-yl)-4-(2-trifluoromethyl-benzenesulfonyl)-pyrrolidine-2-carboxylic acid (1-cyano-cyclopropyl)-amide), COC(=O)[C@@H]1N(C[C@@H](C1)S(=O)(=O)C1=C(C=CC=C1)C(F)(F)F)C=1N(N=C(C1)C)C1CCC1 ((2R,4R)-1-(2-cyclobutyl-5-methyl-2H-pyrazol-3-yl)-4-(2-trifluoromethyl-benzenesulfonyl)-pyrrolidine-2-carboxylic acid methyl ester), COC(=O)[C@@H]1N(C[C@@H](C1)S(=O)(=O)C1=C(C=CC=C1)C(F)(F)F)C(CC(C)=O)=O ((2R,4R)-1-(3-oxo-butyryl)-4-(2-trifluoromethyl-benzenesulfonyl)-pyrrolidine-2-carboxylic acid methyl ester), COC=1C=CC(=CC1)P2(=S)SP(=S)(S2)C=3C=CC(=CC3)OC (Lawesson's reagent), Cl.C1(CCC1)NN (cyclobutylhydrazine hydrochloride). Product: COC(=O)[C@H]1N(C[C@@H](C1)S(=O)(=O)C1=C(C=CC=C1)C(F)(F)F)C=1N(N=C(C1)C)C1CCC1 ((2S,4R)-1-(2-Cyclobutyl-5-methyl-2H-pyrazol-3-yl)-4-(2-trifluoromethyl-benzenesulfonyl)-pyrrolidine-2-carboxylic acid methyl ester). As a reaction SMILES: C(C1(NC([C@@H]2C[C@@H](S(C3C=CC=CC=3C(F)(F)F)(=O)=O)CN2C2N(C3C=CC=CC=3)N=C(C)C=2)=O)CC1)#N.COC([C@H]1C[C@@H](S(C2C=CC=CC=2C(F)(F)F)(=O)=O)CN1C(=O)CC(=O)C)=O.COC1C=CC(P2(SP(C3C=CC(OC)=CC=3)(=S)S2)=S)=CC=1.Cl.C1(NN)CCC1.[CH3:96][O:97][C:98]([C@H:100]1[CH2:104][C@@H:103]([S:105]([C:108]2[CH:113]=[CH:112][CH:111]=[CH:110][C:109]=2[C:114]([F:117])([F:116])[F:115])(=[O:107])=[O:106])[CH2:102][N:101]1[C:118]1[N:119]([CH:124]2[CH2:127][CH2:126][CH2:125]2)[N:120]=[C:121]([CH3:123])[CH:122]=1)=[O:99]>>[CH3:96][O:97][C:98]([C@@H:100]1[CH2:104][C@@H:103]([S:105]([C:108]2[CH:113]=[CH:112][CH:111]=[CH:110][C:109]=2[C:114]([F:117])([F:115])[F:116])(=[O:107])=[O:106])[CH2:102][N:101]1[C:118]1[N:119]([CH:124]2[CH2:127][CH2:126][CH2:125]2)[N:120]=[C:121]([CH3:123])[CH:122]=1)=[O:99] |f:3.4|. Reported procedure: In analogy to the procedure described in example 308d, a mixture of (2S,4R)-1-(3-oxo-butyryl)-4-(2-trifluoromethyl-benzenesulfonyl)-pyrrolidine-2-carboxylic acid methyl ester (example 192 f) and of (2R,4R)-1-(3-oxo-butyryl)-4-(2-trifluoromethyl-benzenesulfonyl)-pyrrolidine-2-carboxylic acid methyl ester was reacted with Lawesson's reagent (CAS Reg. No. 19172-47-5) and cyclobutylhydrazine hydrochloride (CAS Reg. No. 158001-21-9) to give a mixture of the title compound and (2R,4R)-1-(2-cyclobutyl-... Reactants: B, C1CCOC1, O=C(O)CCCCCc1cccnc1. The product is OCCCCCCc1cccnc1. Reaction SMILES: [BH3:15].[O:16]1[CH2:17][CH2:18][CH2:19][CH2:20]1.[n:1]1[cH:2][c:3]([CH2:7][CH2:8][CH2:9][CH2:10][CH2:11][C:12](=[O:13])[OH:14])[cH:4][cH:5][cH:6]1>>[n:1]1[cH:2][c:3]([CH2:7][CH2:8][CH2:9][CH2:10][CH2:11][CH2:12][OH:13])[cH:4][cH:5][cH:6]1. Reactants: [OH-].[Na+] (NaOH), ClCC(=O)Cl (Chloroacetyl chloride), Cl.Cl.CN1N=C(N=C1)C=1C=CC(=NC1)C=1CCNCC1 (5-(1-methyl-1H-1,2,4-triazol-3-yl)-2-(1,2,3,6-tetrahydropyridin-4-yl)pyridine dihydrochloride). Run in C(Cl)Cl (CH2Cl2), C(Cl)Cl (CH2Cl2), C(Cl)Cl (CH2Cl2), O (H2O). Run at temperature 0 celsius, time 2 hour. Product: ClCC(=O)N1CC=C(CC1)C1=NC=C(C=C1)C1=NN(C=N1)C (2-chloro-1-(4-(5-(1-methyl-1H-1,2,4-triazol-3-yl)pyridin-2-yl)-5,6-dihydropyridin-1(2H)-yl)ethanone). The yield is 96.2%. Reaction SMILES: [OH-].[Na+].[Cl:3][CH2:4][C:5](Cl)=[O:6].Cl.Cl.[CH3:10][N:11]1[CH:15]=[N:14][C:13]([C:16]2[CH:17]=[CH:18][C:19]([C:22]3[CH2:23][CH2:24][NH:25][CH2:26][CH:27]=3)=[N:20][CH:21]=2)=[N:12]1>C(Cl)Cl.O>[Cl:3][CH2:4][C:5]([N:25]1[CH2:24][CH2:23][C:22]([C:19]2[CH:18]=[CH:17][C:16]([C:13]3[N:14]=[CH:15][N:11]([CH3:10])[N:12]=3)=[CH:21][N:20]=2)=[CH:27][CH2:26]1)=[O:6] |f:0.1,3.4.5|. Procedure details: Added 1N NaOH (50 ml, 50 mmol) and Chloroacetyl chloride (3 ml, 37.7 mmol) in CH2Cl2 (50 ml) dropwise to a solution of 5-(1-methyl-1H-1,2,4-triazol-3-yl)-2-(1,2,3,6-tetrahydropyridin-4-yl)pyridine dihydrochloride (5BX) (1 g, 3.60 mmol) in CH2Cl2 (50 ml at 0° C., maintaining pH at >12. Mixture was stirred for 2 hours at 0° C., then reaction was diluted with CH2Cl2 (200 ml) and H2O (100 ml). The organic layer was separated, washed with H2O (50 ml), dried (Na2SO4), filtered and solvent evaporated y...